Dataset: the Open Reaction Database (ORD), a public repository of structured organic reaction records. Task: describe an organic reaction: reactants, conditions, products, and yield The reactants are C1([N+](=O)[O-])=C([O-])C([N+](=O)[O-])=CC([N+](=O)[O-])=C1[O-].[Na+].[Na+] (sodium styphnate), [N+](=O)([O-])[O-].[Pb+2].[N+](=O)([O-])[O-] (Lead nitrate), N=NNN (tetrazene), [N+](=O)([O-])[O-].[Pb+2].[N+](=O)([O-])[O-] (lead nitrate). The solvent is resultant mixture, O (water). Product: C1([N+](=O)[O-])=C([O-])C([N+](=O)[O-])=CC([N+](=O)[O-])=C1[O-].[Pb+2] (lead styphnate), [N+](=O)([O-])[O-].[Na+] (sodium nitrate). RXN SMILES: [N+:1]([O-:4])([O-:3])=[O:2].[Pb+2:5].[N+]([O-])([O-])=O.N=NNN.[C:14]1([C:29]([O-:30])=[C:25]([N+:26]([O-:28])=[O:27])[CH:24]=[C:20]([N+:21]([O-:23])=[O:22])[C:18]=1[O-:19])[N+:15]([O-:17])=[O:16].[Na+:31].[Na+]>O>[C:14]1([C:18]([O-:19])=[C:20]([N+:21]([O-:23])=[O:22])[CH:24]=[C:25]([N+:26]([O-:28])=[O:27])[C:29]=1[O-:30])[N+:15]([O-:17])=[O:16].[Pb+2:5].[N+:1]([O-:4])([O-:3])=[O:2].[Na+:31] |f:0.1.2,4.5.6,8.9,10.11|. Reported procedure: Lead nitrate is soluble in water, and was added to the dry ingredients in aqueous solution. The tetrazene was dispersed in the lead nitrate solution, this being a dangerous material to handle dry. The double decomposition reaction between the lead nitrate and the sodium styphnate then occurred in the cartridge case, giving lead styphnate and sodium nitrate in the resultant mixture. The product was dried out after the reaction, and then approximately 10% by volume of water was added to the dried ... Starting materials: CCOC(=O)Cn1ncc2c1CCCC2NS(=O)(=O)c1cnc(Oc2ccc(Cl)cc2)c(Br)c1, CC(C)(C)[O-], CB(O)O, CC(=O)O, CN(C)C=O, [K+], c1ccc(P(c2ccccc2)(c2ccccc2)[Pd](P(c2ccccc2)(c2ccccc2)c2ccccc2)(P(c2ccccc2)(c2ccccc2)c2ccccc2)P(c2ccccc2)(c2ccccc2)c2ccccc2)cc1. Product: CCOC(=O)Cn1ncc2c1CCCC2NS(=O)(=O)c1cnc(Oc2ccc(Cl)cc2)c(C)c1. RXN SMILES: [CH2:1]([CH3:2])[O:3][C:4]([CH2:5][n:6]1[n:7][cH:8][c:9]2[c:14]1[CH2:13][CH2:12][CH2:11][CH:10]2[NH:15][S:16](=[O:17])(=[O:18])[c:19]1[cH:20][n:21][c:22]([O:26][c:27]2[cH:28][cH:29][c:30]([Cl:33])[cH:31][cH:32]2)[c:23]([Br:25])[cH:24]1)=[O:34].[CH3:35][C:36]([CH3:37])([O-:38])[CH3:39].[CH3:41][B:42]([OH:43])[OH:44].[CH3:45][C:46](=[O:47])[OH:48].[CH3:49][N:50]([CH3:51])[CH:52]=[O:53].[K+:40].[cH:54]1[cH:55][cH:56][c:57]([P:58]([Pd:59]([P:60]([c:61]2[cH:62][cH:63][cH:64][cH:65][cH:66]2)([c:67]2[cH:68][cH:69][cH:70][cH:71][cH:72]2)[c:73]2[cH:74][cH:75][cH:76][cH:77][cH:78]2)([P:79]([c:80]2[cH:81][cH:82][cH:83][cH:84][cH:85]2)([c:86]2[cH:87][cH:88][cH:89][cH:90][cH:91]2)[c:92]2[cH:93][cH:94][cH:95][cH:96][cH:97]2)[P:98]([c:99]2[cH:100][cH:101][cH:102][cH:103][cH:104]2)([c:105]2[cH:106][cH:107][cH:108][cH:109][cH:110]2)[c:111]2[cH:112][cH:113][cH:114][cH:115][cH:116]2)([c:117]2[cH:118][cH:119][cH:120][cH:121][cH:122]2)[c:123]2[cH:124][cH:125][cH:126][cH:127][cH:128]2)[cH:129][cH:130]1>>[CH2:1]([CH3:2])[O:3][C:4]([CH2:5][n:6]1[n:7][cH:8][c:9]2[c:14]1[CH2:13][CH2:12][CH2:11][CH:10]2[NH:15][S:16](=[O:17])(=[O:18])[c:19]1[cH:20][n:21][c:22]([O:26][c:27]2[cH:28][cH:29][c:30]([Cl:33])[cH:31][cH:32]2)[c:23]([CH3:35])[cH:24]1)=[O:34]. Reported procedure: Water free LiCl (59.4 g, 1.4 mol) is carefully dried in vacuo at 600° for 10 minutes and then the vessel purged with Ar. THF (460 ml) is added and cooled to 0°. A solution of LDA (2M in THF/heptane/Et2O, 200 ml, 0.4 mol) is added and cooled to −75°. A solution of N-[(1R,2R)-2-hydroxy-1-methyl-2-phenyl-ethyl]-N-methyl-propionamide (44.4 g, 0.2 mol) in 460 ml THF is added dropwise over 170 minutes while maintaining the internal temperature at −62° to −69°. After stirring for 1 h at −75°, the cooli... The reactants are O (Water), O[C@@H]([C@@H](C)N(C(CC)=O)C)C1=CC=CC=C1 (N-[(1R,2R)-2-hydroxy-1-methyl-2-phenyl-ethyl]-N-methyl-propionamide), BrCC=1C=CC=2C(=NSN2)C1 (5-bromomethyl-benzo[1,2,5]thiadiazole), [Li+].CC(C)[N-]C(C)C (LDA), [NH4+].[Cl-] (NH4Cl). Reaction SMILES: O.[Li+].CC([N-]C(C)C)C.[OH:10][C@H:11]([C:20]1[CH:25]=[CH:24][CH:23]=[CH:22][CH:21]=1)[C@H:12]([N:14]([CH3:19])[C:15](=[O:18])[CH2:16][CH3:17])[CH3:13].Br[CH2:27][C:28]1[CH:29]=[CH:30][C:31]2[C:32]([CH:36]=1)=[N:33][S:34][N:35]=2.[NH4+].[Cl-]>C1COCC1.CCOC(C)=O>[N:35]1[S:34][N:33]=[C:32]2[CH:36]=[C:28]([CH2:27][C@H:16]([CH3:17])[C:15]([N:14]([C@H:12]([CH3:13])[C@H:11]([OH:10])[C:20]3[CH:25]=[CH:24][CH:23]=[CH:22][CH:21]=3)[CH3:19])=[O:18])[CH:29]=[CH:30][C:31]=12 |f:1.2,5.6|. Run in CCOC(=O)C (EtOAc), C1CCOC1 (THF), C1CCOC1 (THF). Product: N1=C2C(=NS1)C=C(C=C2)C[C@@H](C(=O)N(C)[C@@H]([C@@H](C2=CC=CC=C2)O)C)C ((S)-3-Benzo[1,2,5]thiadiazol-5-yl-N-[(1R,2R)-2-hydroxy-1-methyl-2-phenyl-ethyl]-2,N-dimethyl-propionamide). Reaction conditions: time 1 hour. Starting materials: [OH-].[NH4+] (ammonium hydroxide), C(C)(=O)NC1=C(C=CC=C1C(C)=O)C (N-acetyl-2-methyl-6-acetylaniline). Solvent: O (water), C(C)O (ethanol), Cl (hydrochloric acid), S(O)(O)(=O)=O (sulfuric acid). The product is CC1=C(N)C(=CC=C1)C(C)=O (2-Methyl-6-acetylaniline). Isolated yield 83.0%. As a reaction SMILES: C([NH:4][C:5]1[C:10]([C:11](=[O:13])[CH3:12])=[CH:9][CH:8]=[CH:7][C:6]=1[CH3:14])(=O)C.[OH-].[NH4+]>O.C(O)C.Cl.S(=O)(=O)(O)O>[CH3:14][C:6]1[CH:7]=[CH:8][CH:9]=[C:10]([C:11](=[O:13])[CH3:12])[C:5]=1[NH2:4] |f:1.2|. Reported procedure: N-acetyl-2-methyl-6-acetylaniline (76.1 g) in water (300 ml), ethanol (300 ml), concentrated hydrochloric acid (300 ml) and concentrated sulfuric acid (15 ml) were refluxed for 24 hours. The solution was cooled and concentrated ammonium hydroxide was added to pH 10. The solution was extracted with dichloromethane. The extracts were dried (MgSO4) and stripped. 2-Methyl-6-acetylaniline (49.3 g) was obtained as a tan solid. Reactants: Sulfonamides, NC1=NC(=NC2=CC(=C(C=C12)OC)OC)NCCNS(=O)(=O)C1=CC=C(C=C1)C(C)(C)C (N-[2-(4-Amino-6,7-dimethoxy-quinazolin-2-ylamino)-ethyl]-4-tert-butyl-benzene sulfonamide), C(CN)N (ethylenediamine), C(C)(C)(C)C1=C(C=CC=C1)S(=O)(=O)Cl (t-butylbenzenesulfonyl chloride). The solvent is CO (methanol). Run at time 3 hour. Product: NCCNS(=O)(=O)C1=CC=C(C=C1)C(C)(C)C (N-(2-amino-ethyl)-4-t-butyl-benzenesulfonamide). RXN SMILES: NC1C2C(=CC(OC)=C(OC)C=2)N=C([NH:16][CH2:17][CH2:18][NH:19][S:20]([C:23]2[CH:28]=[CH:27][C:26]([C:29]([CH3:32])([CH3:31])[CH3:30])=[CH:25][CH:24]=2)(=[O:22])=[O:21])N=1.C(N)CN.C(C1C=CC=CC=1S(Cl)(=O)=O)(C)(C)C>CO>[NH2:16][CH2:17][CH2:18][NH:19][S:20]([C:23]1[CH:28]=[CH:27][C:26]([C:29]([CH3:32])([CH3:31])[CH3:30])=[CH:25][CH:24]=1)(=[O:22])=[O:21]. Reported procedure: General Procedure for the Synthesis of Sulfonamides (Scheme 3). N-[2-(4-Amino-6,7-dimethoxy-quinazolin-2-ylamino)-ethyl]-4-tert-butyl-benzene sulfonamide (41): A mixture of ethylenediamine (0.36 g, 6.0 mmol) and t-butylbenzenesulfonyl chloride (0.464 g, 2.0 mmol) in methanol (15 mL) was stirred for 3 h, concentrated, and purified by silica gel chromatography to yield N-(2-amino-ethyl)-4-t-butyl-benzenesulfonamide. Following the procedure for the synthesis of compound 14, compound 42 was obtained... Reactants: C1CCOC1, C[Si](C)(C)[N-][Si](C)(C)C, Cc1cc(=O)oc2cc(C#N)ccc12, O=C=Nc1cccc(Cl)c1, [Li+]. Product: N#Cc1ccc2c(CC(=O)Nc3cccc(Cl)c3)cc(=O)oc2c1. As a reaction SMILES: [CH2:35]1[O:36][CH2:37][CH2:38][CH2:39]1.[CH3:16][Si:17]([N-:18][Si:19]([CH3:20])([CH3:21])[CH3:22])([CH3:23])[CH3:24].[CH3:1][c:2]1[cH:3][c:4](=[O:14])[o:5][c:6]2[cH:7][c:8]([C:12]#[N:13])[cH:9][cH:10][c:11]12.[Cl:25][c:26]1[cH:27][c:28]([N:32]=[C:33]=[O:34])[cH:29][cH:30][cH:31]1.[Li+:15]>>[CH2:1]([c:2]1[cH:3][c:4](=[O:14])[o:5][c:6]2[cH:7][c:8]([C:12]#[N:13])[cH:9][cH:10][c:11]12)[C:33]([NH:32][c:28]1[cH:27][c:26]([Cl:25])[cH:31][cH:30][cH:29]1)=[O:34]. The reactants are CCOC(=O)c1onc(-c2ccc(OC)cc2)c1CBr, O=C([O-])[O-], CCOC(=O)CNCc1ccc(OC)cc1OC, CCOC(C)=O, [K+], [K+], CN(C)C=O. Product: CCOC(=O)CN(Cc1ccc(OC)cc1OC)Cc1c(-c2ccc(OC)cc2)noc1C(=O)OCC. As a reaction SMILES: [Br:1][CH2:2][c:3]1[c:4](-[c:13]2[cH:14][cH:15][c:16]([O:19][CH3:20])[cH:17][cH:18]2)[n:5][o:6][c:7]1[C:8](=[O:9])[O:10][CH2:11][CH3:12].[C:39](=[O:40])([O-:41])[O-:42].[CH2:21]([CH3:22])[O:23][C:24]([CH2:25][NH:26][CH2:27][c:28]1[c:29]([O:36][CH3:37])[cH:30][c:31]([O:34][CH3:35])[cH:32][cH:33]1)=[O:38].[CH3:45][CH2:46][O:47][C:48]([CH3:49])=[O:50].[K+:43].[K+:44].[O:51]=[CH:52][N:53]([CH3:54])[CH3:55]>>[CH2:2]([c:3]1[c:4](-[c:13]2[cH:14][cH:15][c:16]([O:19][CH3:20])[cH:17][cH:18]2)[n:5][o:6][c:7]1[C:8](=[O:9])[O:10][CH2:11][CH3:12])[N:26]([CH2:25][C:24]([O:23][CH2:21][CH3:22])=[O:38])[CH2:27][c:28]1[c:29]([O:36][CH3:37])[cH:30][c:31]([O:34][CH3:35])[cH:32][cH:33]1.